From a dataset of the Open Reaction Database (ORD), a public repository of structured organic reaction records. describe an organic reaction: reactants, conditions, products, and yield Starting materials: BrC=1C=C(C=2C=NN(C2C1)C(C)C)C(=O)NCC=1C(NC(=CC1C)C)=O (6-bromo-N-[(4,6-dimethyl-2-oxo-1,2-dihydro-3-pyridinyl)methyl]-1-(1-methylethyl)-1H-indazole-4-carboxamide), CN(C1=CC=C(C=N1)B(O)O)C ([6-(dimethylamino)-3-pyridinyl]boronic acid). The product is CN(C1=CC=C(C=N1)C=1C=C(C=2C=NN(C2C1)C(C)C)C(=O)NCC=1C(NC(=CC1C)C)=O)C (6-[6-(dimethylamino)-3-pyridinyl]-N-[(4,6-dimethyl-2-oxo-1,2-dihydro-3-pyridinyl)methyl]-1-(1-methylethyl)-1H-indazole-4-carb oxamide). Reaction SMILES: Br[C:2]1[CH:3]=[C:4]([C:14]([NH:16][CH2:17][C:18]2[C:19](=[O:26])[NH:20][C:21]([CH3:25])=[CH:22][C:23]=2[CH3:24])=[O:15])[C:5]2[CH:6]=[N:7][N:8]([CH:11]([CH3:13])[CH3:12])[C:9]=2[CH:10]=1.[CH3:27][N:28]([CH3:38])[C:29]1[N:34]=[CH:33][C:32](B(O)O)=[CH:31][CH:30]=1>>[CH3:27][N:28]([CH3:38])[C:29]1[N:34]=[CH:33][C:32]([C:2]2[CH:3]=[C:4]([C:14]([NH:16][CH2:17][C:18]3[C:19](=[O:26])[NH:20][C:21]([CH3:25])=[CH:22][C:23]=3[CH3:24])=[O:15])[C:5]3[CH:6]=[N:7][N:8]([CH:11]([CH3:13])[CH3:12])[C:9]=3[CH:10]=2)=[CH:31][CH:30]=1. Procedure details: The title compound was prepared in a similar manner as described for example 8 from 6-bromo-N-[(4,6-dimethyl-2-oxo-1,2-dihydro-3-pyridinyl)methyl]-1-(1-methylethyl)-1H-indazole-4-carboxamide (110 mg, 0.264 mmol) and [6-(dimethylamino)-3-pyridinyl]boronic acid (66 mg, 0.395 mmol). The product was collected as a white solid (33 mg, 27%). 1H NMR (400 MHz, DMSO-d6) δ ppm 11.54 (s, 1H) 8.64 (d, J=2.27 Hz, 1H) 8.60 (t, J=4.80 Hz, 1H) 8.35 (s, 1H) 8.02-8.06 (m, 2H) 7.84 (s, 1H) 6.77 (d, J=8.84 Hz, 1H) ... Starting materials: FC1(C[C@@H]([C@H](CC1)OC1=CC(=C(C=C1C)S(=O)(=O)N(C1=NC=NC=C1)CC1=C(C=C(C=C1)OC)OC)F)C1=CC=NN1C)F (4-{[(1S*,2R*)-4,4-difluoro-2-(1-methyl-1H-pyrazol-5-yl)cyclohexyl]oxy}-N-(2,4-dimethoxybenzyl)-2-fluoro-5-methyl-N-(pyrimidin-4-yl)benzenesulfonamide), C(C)[SiH](CC)CC (triethylsilane), FC(C(=O)O)(F)F (trifluoroacetic acid). Solvent: ClCCl (dichloromethane). Product: FC1(C[C@@H]([C@H](CC1)OC1=CC(=C(C=C1C)S(=O)(=O)NC1=NC=NC=C1)F)C1=CC=NN1C)F (4-{[(1S*,2R*)-4,4-Difluoro-2-(1-methyl-1H-pyrazol-5-yl)cyclohexyl]oxy}-2-fluoro-5-methyl-N-(pyrimidin-4-yl)benzenesulfonamide). The yield is 97.5%. As a reaction SMILES: [F:1][C:2]1([F:44])[CH2:7][CH2:6][C@H:5]([O:8][C:9]2[C:14]([CH3:15])=[CH:13][C:12]([S:16]([N:19](CC3C=CC(OC)=CC=3OC)[C:20]3[CH:25]=[CH:24][N:23]=[CH:22][N:21]=3)(=[O:18])=[O:17])=[C:11]([F:37])[CH:10]=2)[C@@H:4]([C:38]2[N:42]([CH3:43])[N:41]=[CH:40][CH:39]=2)[CH2:3]1.C([SiH](CC)CC)C.FC(F)(F)C(O)=O>ClCCl>[F:44][C:2]1([F:1])[CH2:7][CH2:6][C@H:5]([O:8][C:9]2[C:14]([CH3:15])=[CH:13][C:12]([S:16]([NH:19][C:20]3[CH:25]=[CH:24][N:23]=[CH:22][N:21]=3)(=[O:18])=[O:17])=[C:11]([F:37])[CH:10]=2)[C@@H:4]([C:38]2[N:42]([CH3:43])[N:41]=[CH:40][CH:39]=2)[CH2:3]1. Procedure details: The reaction and aftertreatment were conducted in the same manner as in Example 1b by using the 4-{[(1S*,2R*)-4,4-difluoro-2-(1-methyl-1H-pyrazol-5-yl)cyclohexyl]oxy}-N-(2,4-dimethoxybenzyl)-2-fluoro-5-methyl-N-(pyrimidin-4-yl)benzenesulfonamide (80.0 mg, 0.13 mmol) prepared in Example 126a, triethylsilane (0.10 mL), trifluoroacetic acid (1.0 mL) and dichloromethane (1.0 mL), to yield the title compound (61.0 mg, 99%) as a colorless solid. Reactants: CS(C)=O, CCN(C(C)C)C(C)C, NCc1ccc(Cl)cc1, Nc1nc(Cl)ccc1C(=O)NCc1ccc(Oc2ccccc2)s1, NCCO, O, O=C(O)C(F)(F)F. The product is Nc1nc(NCc2ccc(Cl)cc2)ccc1C(=O)NCc1ccc(Oc2ccccc2)s1. As a reaction SMILES: [CH3:54][S:55]([CH3:56])=[O:57].[CH:34]([N:35]([CH2:36][CH3:37])[CH:38]([CH3:39])[CH3:40])([CH3:41])[CH3:42].[Cl:25][c:26]1[cH:27][cH:28][c:29]([CH2:30][NH2:31])[cH:32][cH:33]1.[NH2:1][c:2]1[c:3]([C:4](=[O:5])[NH:6][CH2:7][c:8]2[s:9][c:10]([O:13][c:14]3[cH:15][cH:16][cH:17][cH:18][cH:19]3)[cH:11][cH:12]2)[cH:20][cH:21][c:22]([Cl:24])[n:23]1.[NH2:43][CH2:44][CH2:45][OH:46].[OH2:58].[OH:47][C:48]([C:49]([F:50])([F:51])[F:52])=[O:53]>>[NH2:1][c:2]1[c:3]([C:4](=[O:5])[NH:6][CH2:7][c:8]2[s:9][c:10]([O:13][c:14]3[cH:15][cH:16][cH:17][cH:18][cH:19]3)[cH:11][cH:12]2)[cH:20][cH:21][c:22]([NH:31][CH2:30][c:29]2[cH:28][cH:27][c:26]([Cl:25])[cH:33][cH:32]2)[n:23]1.